Dataset: the Open Reaction Database (ORD), a public repository of structured organic reaction records. Task: describe an organic reaction: reactants, conditions, products, and yield Starting materials: ClCCl, C[O+](C)C, F[B-](F)(F)F, O, CC12CCC3C(CCC4=CC(=O)CCC43CO)C1CCC2=O. Yields the product COCC12CCC(=O)C=C1CCC1C3CCC(=O)C3(C)CCC12. RXN SMILES: [CH2:33]([Cl:34])[Cl:35].[CH3:28][O+:29]([CH3:30])[CH3:31].[F:23][B-:24]([F:25])([F:26])[F:27].[OH2:32].[OH:1][CH2:2][C:3]12[CH2:4][CH2:5][C:6](=[O:22])[CH:7]=[C:8]1[CH2:9][CH2:10][CH:11]1[CH:12]3[CH2:13][CH2:14][C:15](=[O:21])[C:16]3([CH3:17])[CH2:18][CH2:19][CH:20]21>>[O:1]([CH2:2][C:3]12[CH2:4][CH2:5][C:6](=[O:22])[CH:7]=[C:8]1[CH2:9][CH2:10][CH:11]1[CH:12]3[CH2:13][CH2:14][C:15](=[O:21])[C:16]3([CH3:17])[CH2:18][CH2:19][CH:20]21)[CH3:28]. Product: CN(C(C1=C(C=CC(=C1)OC(F)(F)F)OC)=O)CC(CCN1CCC(CC1)C(=O)C1=NC2=C(N1)C=CC=C2)C2=CC(=C(C=C2)Cl)Cl (N-Methyl-N-(4-(4-(1H-benzimidazole-2-carbonyl)piperidin-1-yl)-2-(3,4-dichlorophenyl)butyl)-2-methoxy-5-trifluoromethoxybenzamide). Procedure: Prepare by the method of Example 1.7 using N-methyl-N-(2-(3,4-dichlorophenyl)-4-methanesulfonylbutyl)-2-methoxy-5-trifluoromethoxybenzamide and 4-(1H-benzimidazole-2-carbonyl)piperidine hydriodic acid salt to give the title compound. Reactants: CN(C(C1=C(C=CC(=C1)OC(F)(F)F)OC)=O)CC(CCS(=O)(=O)C)C1=CC(=C(C=C1)Cl)Cl (N-methyl-N-(2-(3,4-dichlorophenyl)-4-methanesulfonylbutyl)-2-methoxy-5-trifluoromethoxybenzamide), I.N1C(=NC2=C1C=CC=C2)C(=O)C2CCNCC2 (4-(1H-benzimidazole-2-carbonyl)piperidine hydriodic acid salt). Reaction SMILES: [CH3:1][N:2]([CH2:18][CH:19]([C:26]1[CH:31]=[CH:30][C:29]([Cl:32])=[C:28]([Cl:33])[CH:27]=1)[CH2:20][CH2:21]S(C)(=O)=O)[C:3](=[O:17])[C:4]1[CH:9]=[C:8]([O:10][C:11]([F:14])([F:13])[F:12])[CH:7]=[CH:6][C:5]=1[O:15][CH3:16].I.[NH:35]1[C:39]2[CH:40]=[CH:41][CH:42]=[CH:43][C:38]=2[N:37]=[C:36]1[C:44]([CH:46]1[CH2:51][CH2:50][NH:49][CH2:48][CH2:47]1)=[O:45]>>[CH3:1][N:2]([CH2:18][CH:19]([C:26]1[CH:31]=[CH:30][C:29]([Cl:32])=[C:28]([Cl:33])[CH:27]=1)[CH2:20][CH2:21][N:49]1[CH2:50][CH2:51][CH:46]([C:44]([C:36]2[NH:35][C:39]3[CH:40]=[CH:41][CH:42]=[CH:43][C:38]=3[N:37]=2)=[O:45])[CH2:47][CH2:48]1)[C:3](=[O:17])[C:4]1[CH:9]=[C:8]([O:10][C:11]([F:14])([F:13])[F:12])[CH:7]=[CH:6][C:5]=1[O:15][CH3:16] |f:1.2|. Reported procedure: 100 ml (0.8 mol) of dimethylthiocarbamoyl chloride in 150 ml of tetrahydrofuran are added at 5°-10° C. to 100 g (0.6 mol) of 2-hydroxy-3-methoxy-5-methylbenzaldehyde and 33.6 g (0.6 mol) of potassium hydroxide in 400 ml of water. The mixture is stirred at 25° C. for 15 min and, after adding 200 ml of 10% strength aqueous potassium hydroxide solution, extracted with ethyl acetate, the organic phase is washed with water and dried with sodium sulphate and, after concentrating in vacuo, the residue ... RXN SMILES: [CH3:1][N:2]([CH3:6])[C:3](Cl)=[S:4].[OH:7][C:8]1[C:15]([O:16][CH3:17])=[CH:14][C:13]([CH3:18])=[CH:12][C:9]=1[CH:10]=[O:11].[OH-].[K+]>O1CCCC1.O>[CH3:1][N:2]([CH3:6])[C:3]([O:7][C:8]1[C:15]([O:16][CH3:17])=[CH:14][C:13]([CH3:18])=[CH:12][C:9]=1[CH:10]=[O:11])=[S:4] |f:2.3|. The solvent is O1CCCC1 (tetrahydrofuran), O (water). Reactants: [OH-].[K+] (potassium hydroxide), CN(C(=S)Cl)C (dimethylthiocarbamoyl chloride), OC1=C(C=O)C=C(C=C1OC)C (2-hydroxy-3-methoxy-5-methylbenzaldehyde), [OH-].[K+] (potassium hydroxide). Run at temperature 25 celsius, time 15 minute. Product: CN(C(=S)OC1=C(C=O)C=C(C=C1OC)C)C (2-Dimethylthiocarbamoyloxy-3-methoxy-5-methylbenzaldehyde). Starting materials: C(C(C)(C)C)(=O)OCCl (Chloromethyl pivalate), C=1C=CC(=CC1)COC=2C3=C(NC=N3)N=C(N2)N (O6 -benzylguanine), solution, [O-]CC.[Na+] (sodium ethoxide). Run in C(C)O (ethanol). Conditions: time 10 minute. Product: NC1=NC(=C2N=CN(C2=N1)COC(C(C)(C)C)=O)OCC1=CC=CC=C1 (2-Amino-6-benzyloxy-9-pivaloyloxymethylpurine). Reaction SMILES: [CH:1]1[CH:2]=[CH:3][C:4]([CH2:7][O:8][C:9]2[C:10]3[N:14]=[CH:13][NH:12][C:11]=3[N:15]=[C:16]([NH2:18])[N:17]=2)=[CH:5][CH:6]=1.[O-]CC.[Na+].[C:23]([O:29][CH2:30]Cl)(=[O:28])[C:24]([CH3:27])([CH3:26])[CH3:25]>C(O)C>[NH2:18][C:16]1[N:15]=[C:11]2[C:10]([N:14]=[CH:13][N:12]2[CH2:30][O:29][C:23](=[O:28])[C:24]([CH3:27])([CH3:26])[CH3:25])=[C:9]([O:8][CH2:7][C:4]2[CH:3]=[CH:2][CH:1]=[CH:6][CH:5]=2)[N:17]=1 |f:1.2|. Procedure: To 0.24 g (1 mmol) of O6 -benzylguanine under argon was added 1 mL of a 1M solution of sodium ethoxide in ethanol. The homogeneous solution was stirred for 10 minutes. The ethanol was then removed under vacuum. The remaining solid was dissolved in 2 mL of dry DMF. Chloromethyl pivalate (0.145 ml, 1 mmol) was added dropwise to the stirred solution. The mixture was allowed to react for 30 minutes at room temperature. The DMF was removed under vacuum. The residue was triturated with a small volume ... Reactants: FC1=C(C=CC(=C1)F)N1N=C(CC1C1=CC(=CC=C1)C1=NC=C(C=C1)C=O)C(C(F)(F)F)(F)F (1-(2,4-difluoro-phenyl)-5-[3-(5-formyl-pyridin-2-yl)-phenyl]-3-pentafluoroethyl-4,5-dihydro-1H-pyrazole), [BH4-].[Na+] (sodium borohydride). Run in C(C)O (ethanol). Reaction conditions: time 1 hour. The product is FC1=C(C=CC(=C1)F)N1N=C(CC1C1=CC(=CC=C1)C1=NC=C(C=C1)CO)C(C(F)(F)F)(F)F (1-(2,4-difluoro-phenyl)-5-[3-(5-hydroxymethyl-pyridin-2-yl)-phenyl]-3-pentafluoroethyl-4,5-dihydro-1H-pyrazole). As a reaction SMILES: [F:1][C:2]1[CH:7]=[C:6]([F:8])[CH:5]=[CH:4][C:3]=1[N:9]1[CH:13]([C:14]2[CH:19]=[CH:18][CH:17]=[C:16]([C:20]3[CH:25]=[CH:24][C:23]([CH:26]=[O:27])=[CH:22][N:21]=3)[CH:15]=2)[CH2:12][C:11]([C:28]([F:34])([F:33])[C:29]([F:32])([F:31])[F:30])=[N:10]1.[BH4-].[Na+]>C(O)C>[F:1][C:2]1[CH:7]=[C:6]([F:8])[CH:5]=[CH:4][C:3]=1[N:9]1[CH:13]([C:14]2[CH:19]=[CH:18][CH:17]=[C:16]([C:20]3[CH:25]=[CH:24][C:23]([CH2:26][OH:27])=[CH:22][N:21]=3)[CH:15]=2)[CH2:12][C:11]([C:28]([F:33])([F:34])[C:29]([F:32])([F:30])[F:31])=[N:10]1 |f:1.2|. Procedure: To a solution of 1-(2,4-difluoro-phenyl)-5-[3-(5-formyl-pyridin-2-yl)-phenyl]-3-pentafluoroethyl-4,5-dihydro-1H-pyrazole (20 mg, 0.04 mmol) prepared in Example 79 in ethanol (1 mL), was slowly added sodium borohydride (6.0 mg, 0.16 mmol) at 0° C. The reaction mixture was stirred at room temperature for 1 hour, quenched with a 1N hydrochloric acid solution, and then extracted with ethyl acetate three times. The combined extract was washed with brine, dried on anhydrous magnesium sulfate, and then...